Dataset: the Open Reaction Database (ORD), a public repository of structured organic reaction records. Task: describe an organic reaction: reactants, conditions, products, and yield The reactants are CCOC(C)=O, CCCCCC, O=C(CCl)N1CCN(c2ccc(F)cc2)CC1, CSc1cc(-c2ccc(F)cc2)n[nH]1, [K+], [K+], O=C([O-])[O-], CN(C)C=O. The product is CSc1cc(-c2ccc(F)cc2)nn1CC(=O)N1CCN(c2ccc(F)cc2)CC1. Reaction SMILES: [C:43]([O:44][CH2:45][CH3:46])(=[O:47])[CH3:48].[CH3:49][CH2:50][CH2:51][CH2:52][CH2:53][CH3:54].[Cl:21][CH2:22][C:23](=[O:24])[N:25]1[CH2:26][CH2:27][N:28]([c:31]2[cH:32][cH:33][c:34]([F:37])[cH:35][cH:36]2)[CH2:29][CH2:30]1.[F:1][c:2]1[cH:3][cH:4][c:5](-[c:8]2[n:9][nH:10][c:11]([S:13][CH3:14])[cH:12]2)[cH:6][cH:7]1.[K+:15].[K+:16].[O-:17][C:18]([O-:19])=[O:20].[O:38]=[CH:39][N:40]([CH3:41])[CH3:42]>>[F:1][c:2]1[cH:3][cH:4][c:5](-[c:8]2[n:9][n:10]([CH2:22][C:23](=[O:24])[N:25]3[CH2:26][CH2:27][N:28]([c:31]4[cH:32][cH:33][c:34]([F:37])[cH:35][cH:36]4)[CH2:29][CH2:30]3)[c:11]([S:13][CH3:14])[cH:12]2)[cH:6][cH:7]1. The reactants are C(C)OC(CC=1N=C(SC1)NC(=O)N(C1=CC=C(C=C1)S(=O)(=O)C)CC1CCCC1)=O ({2-[3-cyclopentylmethyl-3-(4-methanesulfonyl-phenyl)-ureido]-thiazol-4-yl}-acetic acid ethyl ester), C(C)OC(CC=1N=C(SC1)N)=O ((2-amino-thiazol-4-yl)-acetic acid ethyl ester), C1(CCCC1)CN(C(NC=1SC=C(N1)CC(=O)O)=O)C1=CC(=C(C=C1)F)F ({2-[3-cyclopentylmethyl-3-(3,4-difluoro-phenyl)-ureido]-thiazol-4-yl}-acetic acid), C1(CCCC1)CNC1=CC=C(C=C1)S(=O)(=O)C (cyclopentylmethyl-(4-methanesulfonyl-phenyl)-amine). Product: C1(CCCC1)CN(C(NC=1SC=C(N1)CC(=O)O)=O)C1=CC=C(C=C1)S(=O)(=O)C ({2-[3-Cyclopentylmethyl-3-(4-methanesulfonyl-phenyl)-ureido]-thiazol-4-yl}-acetic acid). As a reaction SMILES: C([O:3][C:4](=[O:31])[CH2:5][C:6]1[N:7]=[C:8]([NH:11][C:12]([N:14]([CH2:25][CH:26]2[CH2:30][CH2:29][CH2:28][CH2:27]2)[C:15]2[CH:20]=[CH:19][C:18]([S:21]([CH3:24])(=[O:23])=[O:22])=[CH:17][CH:16]=2)=[O:13])[S:9][CH:10]=1)C.C1(CN(C2C=CC(F)=C(F)C=2)C(=O)NC2SC=C(CC(O)=O)N=2)CCCC1.C1(CNC2C=CC(S(C)(=O)=O)=CC=2)CCCC1.C(OC(=O)CC1N=C(N)SC=1)C>>[CH:26]1([CH2:25][N:14]([C:15]2[CH:20]=[CH:19][C:18]([S:21]([CH3:24])(=[O:22])=[O:23])=[CH:17][CH:16]=2)[C:12](=[O:13])[NH:11][C:8]2[S:9][CH:10]=[C:6]([CH2:5][C:4]([OH:31])=[O:3])[N:7]=2)[CH2:30][CH2:29][CH2:28][CH2:27]1. Procedure details: The title compound was prepared via {2-[3-cyclopentylmethyl-3-(4-methanesulfonyl-phenyl)-ureido]-thiazol-4-yl}-acetic acid ethyl ester employing the coupling and hydrolysis protocol used for the synthesis of {2-[3-cyclopentylmethyl-3-(3,4-difluoro-phenyl)-ureido]-thiazol-4-yl}-acetic acid, using cyclopentylmethyl-(4-methanesulfonyl-phenyl)-amine and (2-amino-thiazol-4-yl)-acetic acid ethyl ester. The solvent is O1CCCC1 (tetrahydrofuran), C1(=CC=CC=C1)C (toluene), C(C)(=O)OCC (ethyl acetate). The yield is 61.6%. Reactants: N1C=NC=C1 (imidazole), C1(=CC=CC=C1)P(C1=CC=CC=C1)C1=CC=CC=C1 (triphenylphosphine), II (iodine), OCCCCCCCCCCCCNC(OC(C)(C)C)=O (tert-butyl N-(12-hydroxydodecyl)carbamate). Reaction conditions: time 0.5 hour. Reaction SMILES: O[CH2:2][CH2:3][CH2:4][CH2:5][CH2:6][CH2:7][CH2:8][CH2:9][CH2:10][CH2:11][CH2:12][CH2:13][NH:14][C:15](=[O:21])[O:16][C:17]([CH3:20])([CH3:19])[CH3:18].N1C=CN=C1.C1(P(C2C=CC=CC=2)C2C=CC=CC=2)C=CC=CC=1.[I:46]I>C1(C)C=CC=CC=1.C(OCC)(=O)C.O1CCCC1>[I:46][CH2:2][CH2:3][CH2:4][CH2:5][CH2:6][CH2:7][CH2:8][CH2:9][CH2:10][CH2:11][CH2:12][CH2:13][NH:14][C:15](=[O:21])[O:16][C:17]([CH3:20])([CH3:19])[CH3:18]. Reported procedure: To a suspension of 0.5 g of tert-butyl N-(12-hydroxydodecyl)carbamate in 15 ml of toluene were added 0.28 g of imidazole, 1.09 g of triphenylphosphine and 0.84 g of iodine and the mixture was stirred for 0.5 hour. Then, 5 ml of tetrahydrofuran was further added and the mixture was stirred for 2 hours. To the reaction solution was added ethyl acetate and the mixture was washed successively with a 10% aqueous solution of sodium thiosulfate and water and dried over anhydrous sodium sulfate and the ... Yields the product ICCCCCCCCCCCCNC(OC(C)(C)C)=O (tert-Butyl N-(12-iodododecyl)carbamate). Reactants: C1CCOC1, CCO, CCOC(=O)C1=Cc2cc(C(F)F)ccc2OC1C(F)(F)F, [Na+], [OH-], O. Yields the product O=C(O)C1=Cc2cc(C(F)F)ccc2OC1C(F)(F)F. RXN SMILES: [CH2:25]1[O:26][CH2:27][CH2:28][CH2:29]1.[CH3:30][CH2:31][OH:32].[F:3][CH:4]([c:5]1[cH:6][cH:7][c:8]2[c:9]([cH:23]1)[CH:10]=[C:11]([C:18](=[O:19])[O:20][CH2:21][CH3:22])[CH:12]([C:14]([F:15])([F:16])[F:17])[O:13]2)[F:24].[Na+:2].[OH-:1].[OH2:33]>>[F:3][CH:4]([c:5]1[cH:6][cH:7][c:8]2[c:9]([cH:23]1)[CH:10]=[C:11]([C:18](=[O:19])[OH:20])[CH:12]([C:14]([F:15])([F:16])[F:17])[O:13]2)[F:24]. Reactants: CC1(C(C2CCC1C2)CCC(CCC2C1CCC(C2(C)C)C1)O)C (1,5-di-(3,3-dimethylnorborn-2-yl)-3-pentanol), S(=O)(Cl)Cl (thionyl chloride). Solvent: N1=CC=CC=C1 (pyridine). Product: CC1(C(C2CCC1C2)CCC(CCC2C1CCC(C2(C)C)C1)Cl)C (1,5-di-(3,3-dimethylnorborn-2-yl)-3-pentyl Chloride). As a reaction SMILES: [CH3:1][C:2]1([CH3:24])[CH:7]2[CH2:8][CH:4]([CH2:5][CH2:6]2)[CH:3]1[CH2:9][CH2:10][CH:11](O)[CH2:12][CH2:13][CH:14]1[C:19]([CH3:21])([CH3:20])[CH:18]2[CH2:22][CH:15]1[CH2:16][CH2:17]2.S(Cl)([Cl:27])=O>N1C=CC=CC=1>[CH3:1][C:2]1([CH3:24])[CH:7]2[CH2:8][CH:4]([CH2:5][CH2:6]2)[CH:3]1[CH2:9][CH2:10][CH:11]([Cl:27])[CH2:12][CH2:13][CH:14]1[C:19]([CH3:21])([CH3:20])[CH:18]2[CH2:22][CH:15]1[CH2:16][CH2:17]2. Procedure: A solution of 16.6 gm. of 1,5-di-(3,3-dimethylnorborn-2-yl)-3-pentanol in 25 ml. of dry pyridine is cooled to -10° C. There is then added with good agitation, 14.3 gm. of thionyl chloride over a 15 minute period. The solution is allowed to warm to room temperature and gradually heated over a period of 4 to 5 hours to 100° C. After an additional two hours at 100° C. the excess thionyl chloride is removed by vacuum stripping and the reside mixed with cracked ice. Three 100 ml. ether extractions ar... The reactants are C1(=CC=CC=C1)CCN1CCC(CC1)C(O)(C=1SC=CC1)C1=CC=CC=C1 (α-[1-(2-Phenylethyl)-4-piperidinyl]-α-phenyl-2-thiophenemethanol), C1(=CC=CC=C1)C(=O)C1CCN(CC1)CCC1=CC=CC=C1.Cl (phenyl[1-(2-phenylethyl)-4-piperidinyl]methanone·HCl), [OH-].[Na+] (sodium hydroxide). Solvent: C(Cl)Cl (methylene chloride). Conditions: time 8 hour. Product: C1(=CC=CC=C1)C(=O)C1CCN(CC1)CCC1=CC=CC=C1 (phenyl[1-(2-phenylethyl)-4-piperidinyl]methanone). Reaction SMILES: [C:1]1([CH2:7][CH2:8][N:9]2[CH2:14][CH2:13][CH:12]([C:15]([C:22]3[CH:27]=[CH:26][CH:25]=[CH:24][CH:23]=3)(C3SC=CC=3)[OH:16])[CH2:11][CH2:10]2)[CH:6]=[CH:5][CH:4]=[CH:3][CH:2]=1.C1(C(C2CCN(CCC3C=CC=CC=3)CC2)=O)C=CC=CC=1.Cl.[OH-].[Na+]>C(Cl)Cl>[C:22]1([C:15]([CH:12]2[CH2:13][CH2:14][N:9]([CH2:8][CH2:7][C:1]3[CH:6]=[CH:5][CH:4]=[CH:3][CH:2]=3)[CH2:10][CH2:11]2)=[O:16])[CH:23]=[CH:24][CH:25]=[CH:26][CH:27]=1 |f:1.2,3.4|. Procedure details: α-[1-(2-Phenylethyl)-4-piperidinyl]-α-phenyl-2-thiophenemethanol ##STR67## Mix phenyl[1-(2-phenylethyl)-4-piperidinyl]methanone·HCl (5.0 g, 15.16 mmol), 1N sodium hydroxide (100 mL) and methylene chloride (250 mL) and stir overnight at room temperature. Separate the organic phase and extract the aqueous phase with methylene chloride. Combine the organic phases, dry (MgSO4) and evaporate the solvent in vacuo to give phenyl[1-(2-phenylethyl)-4-piperidinyl]methanone. The reactants are [BH4-].[Na+] (sodium borohydride), [OH-].[Na+] (NaOH), C1=NC=CC2=C(C=CC=C12)S(=O)(=O)OC=1C=C(OCCCON2C(C=3C(C2=O)=CC=CC3)=O)C=C(C1)C (N-[3-[3-(5-isoquinolinylsulfonyloxy)-5-methylphenoxy]propoxy]phthalimide), Cl (HCl). Solvent: O (water), O1CCCC1 (tetrahydrofuran), C(C)O (ethanol). Conditions: time 8 hour. Product: C1=NC=CC2=C(C=CC=C12)S(=O)(=O)OC=1C=C(OCCCON)C=C(C1)C (3-[3-(5-Isoquinolinylsulfonyloxy)-5-methylphenoxy]propoxyamine). Isolated yield 25.7%. RXN SMILES: [CH:1]1[C:10]2[C:5](=[C:6]([S:11]([O:14][C:15]3[CH:16]=[C:17]([CH:34]=[C:35]([CH3:37])[CH:36]=3)[O:18][CH2:19][CH2:20][CH2:21][O:22][N:23]3C(=O)C4=CC=CC=C4C3=O)(=[O:13])=[O:12])[CH:7]=[CH:8][CH:9]=2)[CH:4]=[CH:3][N:2]=1.[BH4-].[Na+].Cl.[OH-].[Na+]>C(O)C.O.O1CCCC1>[CH:1]1[C:10]2[C:5](=[C:6]([S:11]([O:14][C:15]3[CH:16]=[C:17]([CH:34]=[C:35]([CH3:37])[CH:36]=3)[O:18][CH2:19][CH2:20][CH2:21][O:22][NH2:23])(=[O:13])=[O:12])[CH:7]=[CH:8][CH:9]=2)[CH:4]=[CH:3][N:2]=1 |f:1.2,4.5|. Procedure details: To a solution of N-[3-[3-(5-isoquinolinylsulfonyloxy)-5-methylphenoxy]propoxy]phthalimide (570 mg, 1.1 mmol), as prepared in the preceding step, in ethanol (20 mL), tetrahydrofuran (10 mL), and water (10 mL) was added sodium borohydride (230 mg, 6.0 mmol). The reaction mixture was stirred at ambient temperature overnight. The mixture was acidified (pH 1-2) with 2 N HCl and heated at 50° C. for 2 hours. After cooling to room temperature, 2 N NaOH was added to adjust the pH to 8-9. The mixture was...